This data is from the Open Reaction Database (ORD), a public repository of structured organic reaction records. The task is: describe an organic reaction: reactants, conditions, products, and yield Reactants: NC[C@H]1N([C@H]2C[C@H]2C1)C(=O)C=1N=C(SC1C1=CC(=CC=C1)F)C ([(1S,3S,5S)-3-aminomethyl-2-aza-bicyclo[3.1.0]hex-2-yl]-[5-(3-fluoro-phenyl)-2-methyl-thiazol-4-yl]-methanone), O1COC2=C1C=CC=C2C(=O)O (benzo[1,3]dioxole-4-carboxylic acid). Yields the product FC=1C=C(C=CC1)C1=C(N=C(S1)C)C(=O)N1[C@H]2C[C@H]2C[C@H]1CNC(=O)C1=CC=CC=2OCOC21 (benzo[1,3]dioxole-4-carboxylic acid {(1S,3S,5S)-2-[5-(3-fluoro-phenyl)-2-methyl-thiazole-4-carbonyl]-2-aza-bicyclo[3.1.0]hex-3-ylmethyl}-amide). Reaction SMILES: [NH2:1][CH2:2][C@@H:3]1[CH2:8][C@H:7]2[C@H:5]([CH2:6]2)[N:4]1[C:9]([C:11]1[N:12]=[C:13]([CH3:23])[S:14][C:15]=1[C:16]1[CH:21]=[CH:20][CH:19]=[C:18]([F:22])[CH:17]=1)=[O:10].[O:24]1[C:28]2[CH:29]=[CH:30][CH:31]=[C:32]([C:33](O)=[O:34])[C:27]=2[O:26][CH2:25]1>>[F:22][C:18]1[CH:17]=[C:16]([C:15]2[S:14][C:13]([CH3:23])=[N:12][C:11]=2[C:9]([N:4]2[C@H:3]([CH2:2][NH:1][C:33]([C:32]3[C:27]4[O:26][CH2:25][O:24][C:28]=4[CH:29]=[CH:30][CH:31]=3)=[O:34])[CH2:8][C@H:7]3[C@@H:5]2[CH2:6]3)=[O:10])[CH:21]=[CH:20][CH:19]=1. Reported procedure: prepared by reaction of [(1S,3S,5S)-3-aminomethyl-2-aza-bicyclo[3.1.0]hex-2-yl]-[5-(3-fluoro-phenyl)-2-methyl-thiazol-4-yl]-methanone with benzo[1,3]dioxole-4-carboxylic acid. LC-MS (basic): tR=0.87 min; [M+H]+=480.1. Procedure: Employing the same general procedure as for the preparation of 2-tert-butyl-5-trimethylsilanylethynyl-1-[(4′-methyl)phenoxy]benzene (Compound U), 52 mg (0.16 mmol) 5-bromo-2-tert-butyl-1-[(4′-ethyl)phenoxy]benzene (Compound T) was converted into the title compound using 28 mg (0.04 mmol) of bis(triphenylphosphine)palladium (II) chloride, 7 mg (0.04 mmol) of cuprous iodide, 0.2 mL (150 mg, 1.5 mmol) of trimethylsilyl acetylene and 3 mL of triethylamine. An additional 28 mg (0.04 mmol) of bis(trip... Starting materials: C(C)(C)(C)C1=C(C=C(C=C1)C#C[Si](C)(C)C)OC1=CC=C(C=C1)C (2-tert-butyl-5-trimethylsilanylethynyl-1-[(4′-methyl)phenoxy]benzene), C(C)(C)(C)C1=C(C=C(C=C1)C#C[Si](C)(C)C)OC1=CC=C(C=C1)C (2-tert-butyl-5-trimethylsilanylethynyl-1-[(4′-methyl)phenoxy]benzene), BrC=1C=CC(=C(C1)OC1=CC=C(C=C1)CC)C(C)(C)C (5-bromo-2-tert-butyl-1-[(4′-ethyl)phenoxy]benzene), BrC=1C=CC(=C(C1)OC1=CC=C(C=C1)CC)C(C)(C)C (5-bromo-2-tert-butyl-1-[(4′-ethyl)phenoxy]benzene). Yields the product C(C)(C)(C)C1=C(C=C(C=C1)C#C[Si](C)(C)C)OC1=CC=C(C=C1)CC (2-tert-Butyl-5-trimethylsilanylethvnyl-1-[(4′-ethyl)phenoxy]benzene). RXN SMILES: [C:1]([C:5]1[CH:10]=[CH:9][C:8]([C:11]#[C:12][Si:13]([CH3:16])([CH3:15])[CH3:14])=[CH:7][C:6]=1[O:17][C:18]1[CH:23]=[CH:22][C:21]([CH3:24])=[CH:20][CH:19]=1)([CH3:4])([CH3:3])[CH3:2].Br[C:26]1C=CC(C(C)(C)C)=C(OC2C=CC(CC)=CC=2)C=1>>[C:1]([C:5]1[CH:10]=[CH:9][C:8]([C:11]#[C:12][Si:13]([CH3:15])([CH3:14])[CH3:16])=[CH:7][C:6]=1[O:17][C:18]1[CH:23]=[CH:22][C:21]([CH2:24][CH3:26])=[CH:20][CH:19]=1)([CH3:4])([CH3:3])[CH3:2]. As a reaction SMILES: [CH3:16][C:17]([OH:18])=[O:19].[CH3:1][O:2][c:3]1[c:4]([CH3:15])[cH:5][c:6]2[c:11]([cH:12]1)[C:10]([CH3:13])([CH3:14])[CH2:9][CH2:8][CH2:7]2.[OH2:20]>>[CH3:1][O:2][c:3]1[c:4]([CH3:15])[cH:5][c:6]2[c:11]([cH:12]1)[C:10]([CH3:13])([CH3:14])[CH2:9][CH2:8][C:7]2=[O:18]. The product is COc1cc2c(cc1C)C(=O)CCC2(C)C. Reactants: CC(=O)O, COc1cc2c(cc1C)CCCC2(C)C, O. Reactants: [OH-].[Na+] (NaOH), Cl (HCl), ClC=1C=C(NC2=NC=NC3=CC=C(C=C23)C2=CC=C(O2)C=O)C=CC1OCC1=CC(=CC=C1)F (5-(4-[3-chloro-4-(3-fluorobenzyloxy)-anilino]-6-quinazolinyl)-furan-2-carbaldehyde), ClC=1C=C(C=CC1OCC1=CC(=CC=C1)F)NC1=NC=NC2=CC=C(C=C12)C=1OC(=CC1)CNCCS(=O)(=O)C (N-{3-Chloro-4-[(3-fluorobenzyl)oxy]phenyl}-6-[5-({[2-(methylsulfonyl)ethyl]amino}methyl)-2-furyl]-4-quinazolinamine). Solvent: C1CCOC1 (THF). Conditions: temperature 0 celsius, time 30 minute. Product: S(=O)(=O)(O)C1=CC=C(C)C=C1.ClC=1C=C(NC2=NC=NC3=CC=C(C=C23)C2=CC=C(O2)C=O)C=CC1OCC1=CC(=CC=C1)F (5-(4-[3-chloro-4-(3-fluorobenzyloxy)-anilino]-6-quinazolinyl)-furan-2-carbaldehyde tosylate). As a reaction SMILES: Cl.[Cl:2][C:3]1[CH:4]=[C:5]([CH:24]=[CH:25][C:26]=1[O:27][CH2:28][C:29]1[CH:34]=[CH:33][CH:32]=[C:31]([F:35])[CH:30]=1)[NH:6][C:7]1[C:16]2[C:11](=[CH:12][CH:13]=[C:14]([C:17]3[O:21][C:20]([CH:22]=[O:23])=[CH:19][CH:18]=3)[CH:15]=2)[N:10]=[CH:9][N:8]=1.ClC1C=C(NC2C3C(=CC=C(C4OC(CNCC[S:72](C)(=[O:74])=[O:73])=CC=4)C=3)N=CN=2)C=CC=1OCC1C=CC=C(F)C=1.[OH-:76].[Na+]>C1COCC1>[S:72]([C:11]1[CH:16]=[CH:15][C:14]([CH3:17])=[CH:13][CH:12]=1)([OH:74])(=[O:76])=[O:73].[Cl:2][C:3]1[CH:4]=[C:5]([CH:24]=[CH:25][C:26]=1[O:27][CH2:28][C:29]1[CH:34]=[CH:33][CH:32]=[C:31]([F:35])[CH:30]=1)[NH:6][C:7]1[C:16]2[C:11](=[CH:12][CH:13]=[C:14]([C:17]3[O:21][C:20]([CH:22]=[O:23])=[CH:19][CH:18]=3)[CH:15]=2)[N:10]=[CH:9][N:8]=1 |f:3.4,6.7|. Procedure: A 2 liter, 3 neck round bottom flask equipped with a mechanical stirrer was charged with 74.95 grams of the HCl salt of 5-(4-[3-chloro-4-(3-fluorobenzyloxy)-anilino]-6-quinazolinyl)-furan-2-carbaldehyde (prepared according to the Procedure D and Examples 1 (a)–(g), and 749.5 mL THF. To this slurry was charged 84.45 mL of 2M NaOH and the reactants were stirred for 30 minutes. The layers were separated and then the organic layer was washed with 160 mL of H2O. The organic layer was slurried with 3.... Reactants: O=Cc1ccc(OC(F)(F)F)cc1, O=C1CCC(=O)N1I, N#N, O=S(=O)(O)C(F)(F)F. Yields the product O=Cc1ccc(OC(F)(F)F)c(I)c1. Reaction SMILES: [F:19][C:20]([O:21][c:22]1[cH:23][cH:24][c:25]([CH:26]=[O:27])[cH:28][cH:29]1)([F:30])[F:31].[I:9][N:10]1[C:11](=[O:12])[CH2:13][CH2:14][C:15]1=[O:16].[N:17]#[N:18].[OH:1][S:2]([C:3]([F:4])([F:5])[F:6])(=[O:7])=[O:8]>>[I:9][c:23]1[c:22]([O:21][C:20]([F:19])([F:30])[F:31])[cH:29][cH:28][c:25]([CH:26]=[O:27])[cH:24]1.